This data is from the Open Reaction Database (ORD), a public repository of structured organic reaction records. The task is: describe an organic reaction: reactants, conditions, products, and yield Reactants: [Br-], CC(=O)OC1C(c2ccc(Cl)c(Cc3ccc(O)cc3)c2)OC2(CC2)C(OC(C)=O)C1OC(C)=O, CCCC[N+](CCCC)(CCCC)CCCC, ClCCl, O=[N+]([O-])O. Yields the product CC(=O)OC1C(c2ccc(Cl)c(Cc3ccc(O)c([N+](=O)[O-])c3)c2)OC2(CC2)C(OC(C)=O)C1OC(C)=O. RXN SMILES: [Br-:43].[C:1]([CH3:2])(=[O:3])[O:4][CH:5]1[CH:6]([O:32][C:33]([CH3:34])=[O:35])[CH:7]([c:17]2[cH:18][c:19]([CH2:24][c:25]3[cH:26][cH:27][c:28]([OH:31])[cH:29][cH:30]3)[c:20]([Cl:23])[cH:21][cH:22]2)[O:8][C:9]2([CH2:10][CH2:11]2)[CH:12]1[O:13][C:14]([CH3:15])=[O:16].[CH2:44]([N+:45]([CH2:46][CH2:47][CH2:48][CH3:49])([CH2:50][CH2:51][CH2:52][CH3:53])[CH2:54][CH2:55][CH2:56][CH3:57])[CH2:58][CH2:59][CH3:60].[Cl:40][CH2:41][Cl:42].[OH:36][N+:37]([O-:38])=[O:39]>>[C:1]([CH3:2])(=[O:3])[O:4][CH:5]1[CH:6]([O:32][C:33]([CH3:34])=[O:35])[CH:7]([c:17]2[cH:18][c:19]([CH2:24][c:25]3[cH:26][cH:27][c:28]([OH:31])[c:29]([N+:37](=[O:36])[O-:38])[cH:30]3)[c:20]([Cl:23])[cH:21][cH:22]2)[O:8][C:9]2([CH2:10][CH2:11]2)[CH:12]1[O:13][C:14]([CH3:15])=[O:16]. The reactants are C, CCOC(C)=O, O=C(Nc1cccc(Oc2ccc([N+](=O)[O-])cc2)c1)C(F)(F)F, [Pd]. RXN SMILES: [C:30].[CH3:24][CH2:25][O:26][C:27](=[O:28])[CH3:29].[F:1][C:2]([C:3](=[O:4])[NH:5][c:6]1[cH:7][c:8]([O:12][c:13]2[cH:14][cH:15][c:16]([N+:19]([O-:20])=[O:21])[cH:17][cH:18]2)[cH:9][cH:10][cH:11]1)([F:22])[F:23].[Pd:31]>>[F:1][C:2]([C:3](=[O:4])[NH:5][c:6]1[cH:7][c:8]([O:12][c:13]2[cH:14][cH:15][c:16]([NH2:19])[cH:17][cH:18]2)[cH:9][cH:10][cH:11]1)([F:22])[F:23]. The product is Nc1ccc(Oc2cccc(NC(=O)C(F)(F)F)c2)cc1. The reactants are O=C([O-])[O-], CN(C)C=O, ClCC#CCCl, Cl, [K+], [K+], Cn1nncc1-c1cc(COC2CCCNC2c2ccccc2)c2occc2c1. The product is Cn1nncc1-c1cc(COC2CCCN(CC#CCCl)C2c2ccccc2)c2occc2c1. As a reaction SMILES: [C:37](=[O:38])([O-:39])[O-:40].[CH3:43][N:44]([CH3:45])[CH:46]=[O:47].[Cl:31][CH2:32][C:33]#[C:34][CH2:35][Cl:36].[ClH:1].[K+:41].[K+:42].[c:2]1([CH:8]2[NH:9][CH2:10][CH2:11][CH2:12][CH:13]2[O:14][CH2:15][c:16]2[cH:17][c:18](-[c:25]3[cH:26][n:27][n:28][n:29]3[CH3:30])[cH:19][c:20]3[cH:21][cH:22][o:23][c:24]23)[cH:3][cH:4][cH:5][cH:6][cH:7]1>>[c:2]1([CH:8]2[N:9]([CH2:35][C:34]#[C:33][CH2:32][Cl:31])[CH2:10][CH2:11][CH2:12][CH:13]2[O:14][CH2:15][c:16]2[cH:17][c:18](-[c:25]3[cH:26][n:27][n:28][n:29]3[CH3:30])[cH:19][c:20]3[cH:21][cH:22][o:23][c:24]23)[cH:3][cH:4][cH:5][cH:6][cH:7]1. RXN SMILES: [C:1]([O:11][CH2:12][CH3:13])(=[O:10])[CH2:2][C:3]([O:5][C:6]([CH3:9])([CH3:8])[CH3:7])=[O:4].[CH3:14][O:15][C:16]1[CH:17]=[C:18]([CH2:24][CH2:25][NH2:26])[CH:19]=[CH:20][C:21]=1[O:22][CH3:23]>C(Cl)Cl>[C:1]([O:11][CH2:12][CH3:13])(=[O:10])[CH2:2][C:3]([O:5][C:6]([CH3:7])([CH3:8])[CH3:9])=[O:4].[CH3:14][O:15][C:16]1[CH:17]=[C:18]([CH2:24][CH2:25][NH-:26])[CH:19]=[CH:20][C:21]=1[O:22][CH3:23] |f:3.4|. The reactants are N,N'-carbonyldiimidazole, C(CC(=O)OC(C)(C)C)(=O)OCC (monoethyl tert.butyl malonate), COC=1C=C(C=CC1OC)CCN (2-(3,4-dimethoxyphenyl)ethylamine). Conditions: time 30 minute. Reported procedure: To a solution of 15.35 g of monoethyl tert.butyl malonate in 200 ml of anhydrous CH2Cl2 are stirred, at ambient temperature, 15.88 g of N,N'-carbonyldiimidazole in small batches. After 30 minutes, 14.8 g of 2-(3,4-dimethoxyphenyl)ethylamine are added. After a further 15 hours the solvent is distilled off in vacuo. The residue is mixed with 200 ml of water, acidified with 2N HCl and extracted with ethyl acetate. The organic phase is washed with water and concentrated by evaporation after drying o... Yields the product C(CC(=O)OC(C)(C)C)(=O)OCC.COC=1C=C(C=CC1OC)CC[NH-] (Monoethyl tert.butyl malonate N-[2-(3,4-dimethoxyphenyl)ethyl]-amide). Run in C(Cl)Cl (CH2Cl2). The reactants are BrC=1C=C2C(=CNC2=CC1)CCO (2-(5-Bromo-1H-indol-3-yl)ethanol), C(Br)(Br)(Br)Br (carbon tetrabromide), C1(=CC=CC=C1)P(C1=CC=CC=C1)C1=CC=CC=C1 (triphenylphosphine). Procedure: A solution of 11.5 g of triphenylphosphine in 60 ml of dichloromethane is added to a solution, cooled to 0° C., of 4 g of the compound obtained in Step 1 and 7.5 g of carbon tetrabromide in 100 ml of dichloromethane. After stirring for 48 hours at ambient temperature, the reaction mixture is concentrated in vacuo. The residue obtained is chromatographed on silica gel (dichloromethane/cyclohexane: 80/20), enabling the expected product to be isolated. Solvent: ClCCl (dichloromethane), ClCCl (dichloromethane). Run at time 48 hour. As a reaction SMILES: C1(P(C2C=CC=CC=2)C2C=CC=CC=2)C=CC=CC=1.[Br:20][C:21]1[CH:22]=[C:23]2[C:27](=[CH:28][CH:29]=1)[NH:26][CH:25]=[C:24]2[CH2:30][CH2:31]O.C(Br)(Br)(Br)[Br:34]>ClCCl>[Br:20][C:21]1[CH:22]=[C:23]2[C:27](=[CH:28][CH:29]=1)[NH:26][CH:25]=[C:24]2[CH2:30][CH2:31][Br:34]. The product is BrC=1C=C2C(=CNC2=CC1)CCBr (2-(5-Bromo-1H-indol-3-yl)-1-bromoethane). Product: CCOC(=O)C=Cc1c(-c2ccc(Cl)cc2)nc2ccc(Cl)cn12. Starting materials: CCOC(=O)CP(=O)(OCC)OCC, COCCOC, O=Cc1c(-c2ccc(Cl)cc2)nc2ccc(Cl)cn12, [H-], [Na+], O. As a reaction SMILES: [CH2:1]([O:2][P:3]([O:4][CH2:5][CH3:6])(=[O:7])[CH2:9][C:10](=[O:11])[O:12][CH2:13][CH3:14])[CH3:8].[CH3:37][O:38][CH2:39][CH2:40][O:41][CH3:42].[Cl:17][c:18]1[cH:19][cH:20][c:21]2[n:22]([cH:23]1)[c:24]([CH:34]=[O:35])[c:25](-[c:27]1[cH:28][cH:29][c:30]([Cl:33])[cH:31][cH:32]1)[n:26]2.[H-:15].[Na+:16].[OH2:36]>>[CH:9]([C:10](=[O:11])[O:12][CH2:13][CH3:14])=[CH:34][c:24]1[n:22]2[c:21]([cH:20][cH:19][c:18]([Cl:17])[cH:23]2)[n:26][c:25]1-[c:27]1[cH:28][cH:29][c:30]([Cl:33])[cH:31][cH:32]1. Reactants: NC=1C=C(C=CC1)C(F)(F)F (3-aminobenzotrifluoride), CN1C(C=CC1=O)=O (N-methylmaleimide). Product: FC(C=1C=C(C=CC1)C=1C(=O)N(C(C1)=O)C)(F)F (2-(m-trifluoromethylphenyl)-N-methylmaleimide). Reaction SMILES: N[C:2]1[CH:3]=[C:4]([C:8]([F:11])([F:10])[F:9])[CH:5]=[CH:6][CH:7]=1.[CH3:12][N:13]1[C:17](=[O:18])[CH:16]=[CH:15][C:14]1=[O:19]>>[F:9][C:8]([F:11])([F:10])[C:4]1[CH:3]=[C:2]([C:15]2[C:14]([N:13]([CH3:12])[C:17](=[O:18])[CH:16]=2)=[O:19])[CH:7]=[CH:6][CH:5]=1. Reported procedure: An 80.6 g portion of 3-aminobenzotrifluoride was reacted with 55.6 g of N-methylmaleimide as described in Example 6, giving 2-(m-trifluoromethylphenyl)-N-methylmaleimide. Solvent: ClCCl (dichloromethane), CN(C=O)C (N,N-dimethylformamide), ClCCl (dichloromethane). Procedure details: Phosphorus pentachloride (1.99 g, 9.57 mmol) was added to a solution of 1-(cyclopropylmethyl)-6-phenylazepan-2-one (2.33 g, 9.57 mmol) in dichloromethane (55 mL) at 0° C. After 1 h, iodine (0.024 g, 0.096 mmol) and a solution of bromine (0.49 mL, 9.57 mmol) in dichloromethane (5 mL) were added sequentially and the mixture was allowed to warm to ambient temperature. After 18 h, the reaction was quenched with aqueous sodium sulfite. The mixture was extracted with dichloromethane (3×), and the comb... Yields the product N[C@H]1C(N(C[C@@H](CC1)C1=CC=CC=C1)CC1CC1)=O ((3R,6S)-3-Amino-1-(cyclopropylmethyl)-6-phenylazepan-2-one). Reactants: P(Cl)(Cl)(Cl)(Cl)Cl (Phosphorus pentachloride), C1(CC1)CN1C(CCCC(C1)C1=CC=CC=C1)=O (1-(cyclopropylmethyl)-6-phenylazepan-2-one), [N-]=[N+]=[N-].[Na+] (Sodium azide), [Br-] (bromide), II (iodine), BrBr (bromine). Reaction conditions: time 1 hour. As a reaction SMILES: P(Cl)(Cl)(Cl)(Cl)Cl.[CH:7]1([CH2:10][N:11]2[CH2:17][CH:16]([C:18]3[CH:23]=[CH:22][CH:21]=[CH:20][CH:19]=3)[CH2:15][CH2:14][CH2:13][C:12]2=[O:24])[CH2:9][CH2:8]1.II.BrBr.[N-:29]=[N+]=[N-].[Na+].[Br-]>ClCCl.CN(C)C=O>[NH2:29][C@@H:13]1[CH2:14][CH2:15][C@@H:16]([C:18]2[CH:19]=[CH:20][CH:21]=[CH:22][CH:23]=2)[CH2:17][N:11]([CH2:10][CH:7]2[CH2:9][CH2:8]2)[C:12]1=[O:24] |f:4.5|.